This data is from the Open Reaction Database (ORD), a public repository of structured organic reaction records. The task is: describe an organic reaction: reactants, conditions, products, and yield Reactants: NC1=NC=C(N=C1C#N)CCl (2-Amino-3-cyano-5-chloromethyl pyrazine), CO (methanol). The product is NC1=NC=C(N=C1C#N)COC (2-amino-3-cyano-5-methoxymethylpyrazine). Procedure details: 2-Amino-3-cyano-5-chloromethyl pyrazine (0.95 g) was reacted with a large excess of dry methanol, under nitrogen, at reflux, for about 18 hours. The resulting reaction mixture was filtered and the filtrate was taken to dryness by evaporation. A yellow residue was collected and extracted twice with boiling methylene chloride. These extracts were filtered and the solvent evaporated to give 2-amino-3-cyano-5-methoxymethylpyrazine which was then treated with an excess of guanidine in methanol accord... Reaction SMILES: [NH2:1][C:2]1[C:7]([C:8]#[N:9])=[N:6][C:5]([CH2:10]Cl)=[CH:4][N:3]=1.[CH3:12][OH:13]>>[NH2:1][C:2]1[C:7]([C:8]#[N:9])=[N:6][C:5]([CH2:10][O:13][CH3:12])=[CH:4][N:3]=1.